From a dataset of the Open Reaction Database (ORD), a public repository of structured organic reaction records. describe an organic reaction: reactants, conditions, products, and yield Starting materials: CC(C)(C)OC(=O)NCC(=O)O, CC(C)(C)OC(=O)NCCCC(NCCc1ccccc1)C(=O)O, CC(=O)[O-], CCN(C(C)C)C(C)C, C1CCOC1, [NH-]CCCc1ccccc1. The product is CC(C)(C)OC(=O)NCCCC(C(=O)O)N(CCc1ccccc1)C(=O)CNC(=O)OC(C)(C)C, [NH-]CCCc1ccccc1. Reaction SMILES: [C:1](=[O:2])([O:3][C:4]([CH3:5])([CH3:6])[CH3:7])[NH:8][CH2:9][C:10](=[O:11])[OH:12].[CH2:22]([CH2:23][c:24]1[cH:25][cH:26][cH:27][cH:28][cH:29]1)[NH:30][CH:31]([CH2:32][CH2:33][CH2:34][NH:35][C:36](=[O:37])[O:38][C:39]([CH3:40])([CH3:41])[CH3:42])[C:43](=[O:44])[OH:45].[CH3:56][C:57](=[O:58])[O-:59].[CH:13]([N:14]([CH:15]([CH3:16])[CH3:17])[CH2:18][CH3:19])([CH3:20])[CH3:21].[O:60]1[CH2:61][CH2:62][CH2:63][CH2:64]1.[c:46]1([CH2:52][CH2:53][CH2:54][NH-:55])[cH:47][cH:48][cH:49][cH:50][cH:51]1>>[C:1](=[O:2])([O:3][C:4]([CH3:5])([CH3:6])[CH3:7])[NH:8][CH2:9][C:10](=[O:12])[N:30]([CH2:22][CH2:23][c:24]1[cH:25][cH:26][cH:27][cH:28][cH:29]1)[CH:31]([CH2:32][CH2:33][CH2:34][NH:35][C:36](=[O:37])[O:38][C:39]([CH3:40])([CH3:41])[CH3:42])[C:43](=[O:44])[OH:45].[c:46]1([CH2:52][CH2:53][CH2:54][NH-:55])[cH:47][cH:48][cH:49][cH:50][cH:51]1. The reactants are O (water), C[C@@]1(NC(OC1)=O)C1=CC2=CC=C(C=C2C=C1)OC1=CC(=CC=C1)C(F)(F)F ((R)-4-Methyl-4-(6-(3-(trifluoromethyl)phenoxy)naphthalen-2-yl)oxazolidin-2-one), C(C)O (ethanol), [OH-].[Li+] (lithium hydroxide). Reaction conditions: temperature 80 celsius. Yields the product N[C@](CO)(C)C1=CC2=CC=C(C=C2C=C1)OC1=CC(=CC=C1)C(F)(F)F ((R)-2-amino-2-(6-(3-(trifluoromethyl)phenoxy)naphthalen-2-yl)propan-1-ol). The yield is 53.2%. Reaction SMILES: [CH3:1][C@@:2]1([C:8]2[CH:17]=[CH:16][C:15]3[C:10](=[CH:11][CH:12]=[C:13]([O:18][C:19]4[CH:24]=[CH:23][CH:22]=[C:21]([C:25]([F:28])([F:27])[F:26])[CH:20]=4)[CH:14]=3)[CH:9]=2)[CH2:6][O:5]C(=O)[NH:3]1.C(O)C.[OH-].[Li+].O>>[NH2:3][C@@:2]([C:8]1[CH:17]=[CH:16][C:15]2[C:10](=[CH:11][CH:12]=[C:13]([O:18][C:19]3[CH:24]=[CH:23][CH:22]=[C:21]([C:25]([F:26])([F:27])[F:28])[CH:20]=3)[CH:14]=2)[CH:9]=1)([CH3:1])[CH2:6][OH:5] |f:2.3|. Procedure details: (R)-4-Methyl-4-(6-(3-(trifluoromethyl)phenoxy)naphthalen-2-yl)oxazolidin-2-one (20.0 mg, 0.000052 mol) was dissolved in ethanol (2 mL, 0.03 mol), followed by 4 M of lithium hydroxide in water (1 mL, 0.004 mol). The reaction mixture was then heated at 80° C. for 5 hours. All solvent was removed. The solid was extracted with DCM, and was purified via HPLC to give the desired product (10 mg, 52%). 1H NMR (MeOD) δ: 7.91-8.00 (m, 2H), 7.77 (d, J=8.8 Hz, 1H), 7.64 (dd, J=8.8, 1.8 Hz, 1H), 7.51-7.58 (m... Reactants: CC(C)O, O=C1C=C(O)C(=O)c2cc3ccccc3cc21. The product is CC(C)OC1=CC(=O)c2cc3ccccc3cc2C1=O. RXN SMILES: [CH:18]([CH3:19])([CH3:20])[OH:21].[OH:1][C:2]1=[CH:15][C:14](=[O:16])[c:13]2[c:4]([cH:5][c:6]3[cH:7][cH:8][cH:9][cH:10][c:11]3[cH:12]2)[C:3]1=[O:17]>>[O:1]([C:2]1=[CH:15][C:14](=[O:16])[c:13]2[c:4]([cH:5][c:6]3[cH:7][cH:8][cH:9][cH:10][c:11]3[cH:12]2)[C:3]1=[O:17])[CH:18]([CH3:19])[CH3:20].